Dataset: the Open Reaction Database (ORD), a public repository of structured organic reaction records. Task: describe an organic reaction: reactants, conditions, products, and yield Reactants: FC1=CC(=C(NC2=NC=CC=C2)C=C1)N (4-fluoro-2-amino-N-(2-pyridyl)aniline), C1(CCCCC1)C=CC(=O)Cl (3-Cyclohexylacryloyl chloride), N1=C(C=CC=C1)N1C(=NC2=C1C=CC=C2)\C=C\C2=CC=CC=C2 ((E)-1-(2-pyridyl)-2-styryl-1H-benzimidazole). Product: FC1=CC2=C(N(C(=N2)\C=C\C2=COC=C2)C2=NC=CC=C2)C=C1 ((E)-5-Fluoro-2-[2-(3-furyl)ethenyl]-1-(2-pyridyl)-1H-benzimidazole). RXN SMILES: [F:1][C:2]1[CH:14]=[CH:13][C:5]([NH:6][C:7]2[CH:12]=[CH:11][CH:10]=[CH:9][N:8]=2)=[C:4]([NH2:15])[CH:3]=1.[CH:16]1([CH:22]=[CH:23][C:24](Cl)=[O:25])[CH2:21][CH2:20]CCC1.N1C=CC=C[C:28]=1N1C2C=CC=CC=2N=C1/C=C/C1C=CC=CC=1>>[F:1][C:2]1[CH:14]=[CH:13][C:5]2[N:6]([C:7]3[CH:12]=[CH:11][CH:10]=[CH:9][N:8]=3)[C:20](/[CH:21]=[CH:16]/[C:22]3[CH:23]=[CH:24][O:25][CH:28]=3)=[N:15][C:4]=2[CH:3]=1. Reported procedure: The titled compound was prepared from 4-fluoro-2-amino-N-(2-pyridyl)aniline and (E)-3-(3-Cyclohexylacryloyl chloride according to the preparation of (E)-1-(2-pyridyl)-2-styryl-1H-benzimidazole (Example 1, method A). MW: 305.31; mp: 168.0-170.0° C.; 1H-NMR (CDCl3) δ: 8.82-8.76 (1H, m), 8.15 (1H, d, J=16.0 Hz), 8.04 (1H, ddd, J=7.7, 7.7, 1.8 Hz), 7.71 (1H, s), 7.60-7.50 (3H, m), 7.43-7.33 (2H, m), 7.05 (1H, ddd, J=9.1, 9.1, 2.5 Hz), 6.74 (1H, d, J=16.0 Hz), 6.53 (1H, s). The reactants are CCCN(CCC)C1(c2ccc(C#Cc3ccc(C(=O)OCC)cc3)cc2)CC1, CCO, C1CCOC1. Yields the product CCCN(CCC)C1(c2ccc(C#Cc3ccc(C(=O)O)cc3)cc2)CC1. RXN SMILES: [CH2:1]([CH3:2])[O:3][C:4]([c:5]1[cH:6][cH:7][c:8]([C:11]#[C:12][c:13]2[cH:14][cH:15][c:16]([C:19]3([N:22]([CH2:23][CH2:24][CH3:25])[CH2:26][CH2:27][CH3:28])[CH2:20][CH2:21]3)[cH:17][cH:18]2)[cH:9][cH:10]1)=[O:29].[CH3:30][CH2:31][OH:32].[O:33]1[CH2:34][CH2:35][CH2:36][CH2:37]1>>[O:3]=[C:4]([c:5]1[cH:6][cH:7][c:8]([C:11]#[C:12][c:13]2[cH:14][cH:15][c:16]([C:19]3([N:22]([CH2:23][CH2:24][CH3:25])[CH2:26][CH2:27][CH3:28])[CH2:20][CH2:21]3)[cH:17][cH:18]2)[cH:9][cH:10]1)[OH:29]. Reactants: aqueous solution, C1(=C(C(=CC(=C1)C)C)S(=O)(=O)N[C@@H](COC1=CC=C(C=C1)C1=CC(=CC=C1)NC(=O)NCCC)C(=O)OC)C (Methyl N-(mesitylsulfonyl)-O-(3′-{[(propylamino)carbonyl]amino}-1,1′-biphenyl-4-yl)-L-serinate), aqueous solution, [OH-].[Na+] (NaOH), Cl (HCl). Solvent: C(C)(C)O (isopropanol). Conditions: temperature 60 celsius, time 4 hour. Product: C1(=C(C(=CC(=C1)C)C)S(=O)(=O)N[C@@H](COC1=CC=C(C=C1)C1=CC(=CC=C1)NC(=O)NCCC)C(=O)O)C (N-(Mesitylsulfonyl)-O-(3′-{[(propylamino)carbonyl]amino}-1,1′-biphenyl-4-yl)-L-serine). Reaction SMILES: [C:1]1([CH3:39])[CH:6]=[C:5]([CH3:7])[CH:4]=[C:3]([CH3:8])[C:2]=1[S:9]([NH:12][C@H:13]([C:35]([O:37]C)=[O:36])[CH2:14][O:15][C:16]1[CH:21]=[CH:20][C:19]([C:22]2[CH:27]=[CH:26][CH:25]=[C:24]([NH:28][C:29]([NH:31][CH2:32][CH2:33][CH3:34])=[O:30])[CH:23]=2)=[CH:18][CH:17]=1)(=[O:11])=[O:10].[OH-].[Na+].Cl>C(O)(C)C>[C:1]1([CH3:39])[CH:6]=[C:5]([CH3:7])[CH:4]=[C:3]([CH3:8])[C:2]=1[S:9]([NH:12][C@H:13]([C:35]([OH:37])=[O:36])[CH2:14][O:15][C:16]1[CH:17]=[CH:18][C:19]([C:22]2[CH:27]=[CH:26][CH:25]=[C:24]([NH:28][C:29]([NH:31][CH2:32][CH2:33][CH3:34])=[O:30])[CH:23]=2)=[CH:20][CH:21]=1)(=[O:11])=[O:10] |f:1.2|. Procedure details: The compound of Example 19 (60.0 mg, 0.11, 1 equiv) was dissolved in isopropanol (3.0 mL) and treated with a 1 M aqueous solution of NaOH (1 mL). The reaction mixture was warmed to 60° C. and stirred for 4 hours. It was acidified with a 0.1 M aqueous solution of HCl to pH 2 and cooled to 4° C. overnight. The white precipitate of the title compound was filtered off and dried under vacuum. Yield 30.0 mg, 51.3%. 1H NMR (DMSO; 200 MHz) δ 13.99 (broad s, 1H); 8.50 (s, 2H); 7.71 (s, 1H); 7.49 (d, 2H);... Reactants: C(CCCCCCCCCCC)OC1=CC(=C(N(OC(C(C)O)C)OC(C(C)O)C)C=C1)CCC (4-dodecyloxy-N,N-di(2-hydroxy-3-butoxy)-propyl aniline), N1=CC=CC=C1 (pyridine), CN(C)C1=NC=CC=C1 (dimethylaminopyridine), C1(=CC=CC=C1)P(=O)(Cl)Cl (phenylphosphonic dichloride), C(CCC)OCC1OP(OC(CN(C1)C1=CC=C(C=C1)OCCCCCCCCCCCC)COCCCC)(C1=CC=CC=C1)=O (4,8-bis-butoxymethyl-6-(4-dodecyloxy-phenyl)-2-phenyl-[1,3,6,2]dioxazaphosphocane-2-oxide), white solid. The product is C(CCC)OCC1OP(OC(CN(C1)C1=CC=C(C=C1)OCCCCCCCCCCCC)COCCCC)(OC1=CC=CC=C1)=O (4,8-bis-butoxymethyl-6-(4-dodecyloxy-phenyl)-2-phenoxy-[1,3,6,2]dioxazaphosphocane-2-oxide). RXN SMILES: C([O:13]C1C=CC(N(OC(C)C(O)C)OC(C)C(O)C)=C(CCC)C=1)CCCCCCCCCCC.N1[CH:41]=[CH:40][CH:39]=[CH:38][CH:37]=1.CN([C:45]1[CH:50]=[CH:49][CH:48]=[CH:47]N=1)C.[C:51]1(P(Cl)(Cl)=O)[CH:56]=[CH:55][CH:54]=[CH:53][CH:52]=1.[CH2:61]([O:65][CH2:66][CH:67]1[CH2:74][N:73]([C:75]2[CH:80]=[CH:79][C:78]([O:81][CH2:82][CH2:83]CCCCCCCCCC)=[CH:77][CH:76]=2)[CH2:72][CH:71]([CH2:94][O:95][CH2:96][CH2:97][CH2:98][CH3:99])[O:70][P:69](=[O:106])(C2C=CC=CC=2)[O:68]1)[CH2:62][CH2:63][CH3:64]>ClCCl>[CH2:61]([O:65][CH2:66][CH:67]1[CH2:74][N:73]([C:75]2[CH:80]=[CH:79][C:78]([O:81][CH2:82][CH2:83][CH2:37][CH2:38][CH2:39][CH2:40][CH2:41][CH2:47][CH2:48][CH2:49][CH2:50][CH3:45])=[CH:77][CH:76]=2)[CH2:72][CH:71]([CH2:94][O:95][CH2:96][CH2:97][CH2:98][CH3:99])[O:70][P:69](=[O:106])([O:13][C:51]2[CH:52]=[CH:53][CH:54]=[CH:55][CH:56]=2)[O:68]1)[CH2:62][CH2:63][CH3:64]. Solvent: ClCCl (dichloromethane). The yield is 21.0%. Procedure details: It is prepared from 4-dodecyloxy-N,N-di(2-hydroxy-3-butoxy)-propyl aniline (5.38 g, 10 mmol), pyridine (3 g, 30 mmol), dimethylaminopyridine (0.2 g) and phenylphosphonic dichloride (2.32 g, 11 mmol) in dichloromethane as described for compound 200 to obtain a white solid 1.44 g (21%) and its isomer 1.4 g (20% a white solid).